This data is from the Open Reaction Database (ORD), a public repository of structured organic reaction records. The task is: describe an organic reaction: reactants, conditions, products, and yield The reactants are BrC=1C=C(C=CC1F)C1(N=C(C2=CC=CC=C12)N)C1=CC=NC=C1 (1-(3-Bromo-4-fluorophenyl)-1-pyridin-4-yl-1H-isoindol-3-amine), CO (methanol), C([O-])(O)=O.[Na+] (sodium bicarbonate), CC(C)(C)S(=O)N (2-methyl-2-propanesulfinamide). Reagents/catalysts: CCO.CCO.CCO.CCO.[Ti] (tetraethyl orthotitanate). The solvent is C(C)(=O)OCC (ethyl acetate). Run at time 5 minute. Yields the product BrC=1C=C(C=CC1F)C(=NS(=O)C(C)(C)C)C1=C(C=CC=C1)C#N (N-[(3-Bromo-4-fluorophenyl)(2-cyanophenyl)methylene]-2-methylpropane-2-sulfinamide). Isolated yield 30.0%. As a reaction SMILES: [Br:1][C:2]1[CH:3]=[C:4]([C:9]2(C3C=CN=CC=3)[C:17]3[C:12](=[CH:13][CH:14]=[CH:15][CH:16]=3)[C:11]([NH2:18])=[N:10]2)[CH:5]=[CH:6][C:7]=1[F:8].[CH3:25][C:26]([S:29](N)=[O:30])([CH3:28])[CH3:27].CO.C(=O)(O)[O-].[Na+]>CCO.CCO.CCO.CCO.[Ti].C(OCC)(=O)C>[Br:1][C:2]1[CH:3]=[C:4]([C:9]([C:17]2[CH:16]=[CH:15][CH:14]=[CH:13][C:12]=2[C:11]#[N:18])=[N:10][S:29]([C:26]([CH3:28])([CH3:27])[CH3:25])=[O:30])[CH:5]=[CH:6][C:7]=1[F:8] |f:3.4,5.6.7.8.9|. Procedure details: A mixture of 2-(3-bromo-4-fluorobenzoyl)benzonitrile (Scheme #11, E) and tetraethyl orthotitanate (1 M solution in tetrahydrofuran, 18.3 mL, 18.3 mmol) was stirred for 5 minutes, then 2-methyl-2-propanesulfinamide (1.11 g, 9.13 mmol) was added and the resulting mixture was heated to reflux over night. When the reaction had cooled to room temperature methanol, aqueous saturated sodium bicarbonate and ethyl acetate was added. After filtering the reaction mixture through a pad of sodium sulfate, th...